describe an organic reaction: reactants, conditions, products, and yield From a dataset of the Open Reaction Database (ORD), a public repository of structured organic reaction records. The reactants are O (water), BrCCCCC[C@H]1[C@H]2[C@@H]3CCC([C@@]3(C)C[C@@H]([C@@H]2C=2C=CC(=CC2C1)O)F)=O (7α-(5-bromopentyl)-11β-fluoro-3-hydroxy-estra-1,3,5(10)-trien-17-one), C(C)O (ethanol), O (water), [BH4-].[Na+] (sodium borohydride). The solvent is CCCCCC.C(C)(=O)OCC (hexane ethyl acetate), O1CCCC1 (tetrahydrofuran). Conditions: temperature 0 celsius, time 2 hour. Yields the product BrCCCCC[C@H]1[C@H]2[C@@H]3CC[C@@H]([C@@]3(C)C[C@@H]([C@@H]2C=2C=CC(=CC2C1)O)F)O (7α-(5-bromopentyl)-11β-fluoro-estra-1,3,5(10)-triene-3,17β-diol). The yield is 95.9%. As a reaction SMILES: [Br:1][CH2:2][CH2:3][CH2:4][CH2:5][CH2:6][C@@H:7]1[CH2:24][C:23]2[CH:22]=[C:21]([OH:25])[CH:20]=[CH:19][C:18]=2[C@@H:17]2[C@@H:8]1[C@H:9]1[C@@:13]([CH2:15][C@@H:16]2[F:26])([CH3:14])[C:12](=[O:27])[CH2:11][CH2:10]1.C(O)C.O.[BH4-].[Na+]>O1CCCC1.CCCCCC.C(OCC)(=O)C>[Br:1][CH2:2][CH2:3][CH2:4][CH2:5][CH2:6][C@@H:7]1[CH2:24][C:23]2[CH:22]=[C:21]([OH:25])[CH:20]=[CH:19][C:18]=2[C@@H:17]2[C@@H:8]1[C@H:9]1[C@@:13]([CH2:15][C@@H:16]2[F:26])([CH3:14])[C@@H:12]([OH:27])[CH2:11][CH2:10]1 |f:3.4,6.7|. Procedure: A solution of 16.2 g of 7α-(5-bromopentyl)-11β-fluoro-3-hydroxy-estra-1,3,5(10)-trien-17-one in 162 ml of tetrahydrofuran as well as 90 ml of ethanol and 36 ml of water are mixed in portions at 0° C. with 4.7 g of sodium borohydride and stirred for 2 hours at 0° C. Then, it is added to water, extracted four times with ethyl acetate, washed with water and common salt solution, dried on sodium sulfate and concentrated by evaporation in a vacuum. 17.1 g of crude product is obtained. After chromatog... Starting materials: C(CC)=O (propionaldehyde), C1(=CC=CC=C1)C=1CCN(CC1)CCC#CC1=CC=C(C=N1)N (6-[4-(3,6-dihydro-4-phenyl-1(2H)-pyridinyl)-1-butynyl]-3-pyridinamine), C(C)(=O)O (acetic acid), C(C)(=O)O[BH-](OC(C)=O)OC(C)=O.[Na+] (sodium triacetoxyborohydride). Solvent: ClC(C)Cl (dichloroethane). Reaction conditions: time 18 hour. Yields the product C1(=CC=CC=C1)C=1CCN(CC1)CCC#CC1=CC=C(C=N1)NCCC (6-[4-(3,6-Dihydro-4-phenyl-1(2H)-pyridinyl)-1-butynyl]-N-propyl-3-pyridinamine). As a reaction SMILES: [CH:1](=O)[CH2:2][CH3:3].[C:5]1([C:11]2[CH2:12][CH2:13][N:14]([CH2:17][CH2:18][C:19]#[C:20][C:21]3[N:26]=[CH:25][C:24]([NH2:27])=[CH:23][CH:22]=3)[CH2:15][CH:16]=2)[CH:10]=[CH:9][CH:8]=[CH:7][CH:6]=1.C(O)(=O)C.C(O[BH-](OC(=O)C)OC(=O)C)(=O)C.[Na+]>ClC(Cl)C>[C:5]1([C:11]2[CH2:16][CH2:15][N:14]([CH2:17][CH2:18][C:19]#[C:20][C:21]3[N:26]=[CH:25][C:24]([NH:27][CH2:1][CH2:2][CH3:3])=[CH:23][CH:22]=3)[CH2:13][CH:12]=2)[CH:6]=[CH:7][CH:8]=[CH:9][CH:10]=1 |f:3.4|. Procedure details: A solution of propionaldehyde (0.18 mL, 2.5 mmol), 6-[4-(3,6-dihydro-4-phenyl-1(2H)-pyridinyl)-1-butynyl]-3-pyridinamine (Example 20) (0.83 g , 2.7 mmon) and glacial acetic acid (0.14 mL, 2.5 mmol) in 20 mL of dichloroethane is treated with sodium triacetoxyborohydride (0.79 g, 3.7 mmol) under nitrogen and is stirred at room temperature for 18 hours. The reaction is quenched with saturated aqueous sodium bicarbonate, diluted with dichloromethane, and the organic layer is dried (sodium sulfate) a... Starting materials: C1=C(C=CC2=CC=CC=C12)CN (2-naphthylmethylamine), [N+](=O)([O-])C1=CC=C(C=C1)C(CC1=CC=C(O1)C(=O)OCC)C(C)NCC1=C(C(=CC=C1)Cl)Cl (ethyl 5-{(2RS,3RS)-2-(4-nitrophenyl)-3-(2,3-dichlorobenzylamino)butyl}-2-furancarboxylate), C1=C(C=CC2=CC=CC=C12)CN (2-naphthylmethylamine), COC(=O)C1=CC=C(C=C1)C(C(C)NCC1=CC2=CC=CC=C2C=C1)CC=1OC(=CC1)COC1=CC=CC=C1 (N-{(1RS,2RS)-2-(4-methoxycarbonylphenyl)-1-methyl-3-(5-phenoxymethyl-2-furyl)propyl}-2-naphthylmethylamine). Yields the product C1=C(C=CC2=CC=CC=C12)CNC(C(CC1=CC=C(O1)C(=O)OCC)C1=CC=C(C=C1)[N+](=O)[O-])C (ethyl 5-{(2RS,3RS)-3-(2-naphthylmethylamino)-2-(4-nitrophenyl)butyl}-2-furancarboxylate). As a reaction SMILES: [CH:1]1[C:10]2[C:5](=[CH:6][CH:7]=[CH:8][CH:9]=2)[CH:4]=[CH:3][C:2]=1[CH2:11][NH2:12].COC(C1C=CC(C(CC2OC(COC3C=CC=CC=3)=CC=2)C(NCC2C=CC3C(=CC=CC=3)C=2)C)=CC=1)=O.[N+:52]([C:55]1[CH:60]=[CH:59][C:58]([CH:61]([CH:73](NCC2C=CC=C(Cl)C=2Cl)[CH3:74])[CH2:62][C:63]2[O:67][C:66]([C:68]([O:70][CH2:71][CH3:72])=[O:69])=[CH:65][CH:64]=2)=[CH:57][CH:56]=1)([O-:54])=[O:53]>>[CH:1]1[C:10]2[C:5](=[CH:6][CH:7]=[CH:8][CH:9]=2)[CH:4]=[CH:3][C:2]=1[CH2:11][NH:12][CH:73]([CH3:74])[CH:61]([C:58]1[CH:57]=[CH:56][C:55]([N+:52]([O-:54])=[O:53])=[CH:60][CH:59]=1)[CH2:62][C:63]1[O:67][C:66]([C:68]([O:70][CH2:71][CH3:72])=[O:69])=[CH:65][CH:64]=1. Reported procedure: The reactions were carried out in the same manner as in Reference Example 1 except that instead of p-nitrophenylacetone and/or ethyl 5-chloromethyl-2-furancarboxylate and/or 2-naphthoaldehyde used as the starting material in the above reaction, the corresponding arylacetone derivative and/or halide and/or arylaldehyde derivative was used, to obtain ethyl 5-{(2RS,3RS)-2-(4-chlorophenyl)-3-(2-naphthylmethylamino)butyl}-2-furancarboxylate, ethyl 3-{(2RS,3RS)-2-(4-chlorophenyl)-3-(2-naphthylmethylam... Starting materials: CCNC(=O)C1OC(n2cnc3c(NCC(c4ccccc4)c4ccccc4)nc(C(=O)NCCN)nc32)C(O)C1O, O=C(OCc1ccccc1)c1ccc(CNC(=O)n2ccnc2)cc1. Yields the product CCNC(=O)C1OC(n2cnc3c(NCC(c4ccccc4)c4ccccc4)nc(C(=O)NCCNC(=O)NCc4ccc(C(=O)OCc5ccccc5)cc4)nc32)C(O)C1O. Reaction SMILES: [NH2:1][CH2:2][CH2:3][NH:4][C:5](=[O:6])[c:7]1[n:8][c:9]([NH:28][CH2:29][CH:30]([c:31]2[cH:32][cH:33][cH:34][cH:35][cH:36]2)[c:37]2[cH:38][cH:39][cH:40][cH:41][cH:42]2)[c:10]2[n:11][cH:12][n:13]([CH:16]3[O:17][CH:18]([C:23](=[O:24])[NH:25][CH2:26][CH3:27])[CH:19]([OH:22])[CH:20]3[OH:21])[c:14]2[n:15]1.[n:43]1([C:48](=[O:49])[NH:50][CH2:51][c:52]2[cH:53][cH:54][c:55]([C:56](=[O:57])[O:58][CH2:59][c:60]3[cH:61][cH:62][cH:63][cH:64][cH:65]3)[cH:66][cH:67]2)[cH:44][cH:45][n:46][cH:47]1>>[NH:1]([CH2:2][CH2:3][NH:4][C:5](=[O:6])[c:7]1[n:8][c:9]([NH:28][CH2:29][CH:30]([c:31]2[cH:32][cH:33][cH:34][cH:35][cH:36]2)[c:37]2[cH:38][cH:39][cH:40][cH:41][cH:42]2)[c:10]2[n:11][cH:12][n:13]([CH:16]3[O:17][CH:18]([C:23](=[O:24])[NH:25][CH2:26][CH3:27])[CH:19]([OH:22])[CH:20]3[OH:21])[c:14]2[n:15]1)[C:48](=[O:49])[NH:50][CH2:51][c:52]1[cH:53][cH:54][c:55]([C:56](=[O:57])[O:58][CH2:59][c:60]2[cH:61][cH:62][cH:63][cH:64][cH:65]2)[cH:66][cH:67]1. The reactants are C1CCN2C(=CC=C12)C(=O)C=1N2CCC(C2=C(C1C)C(=O)O)C(=O)OCC (ethyl 5-(2,3-dihydro-1H-pyrrolizine- 5-oyl)-7-carboxy-6-methyl-2,3-dihydro-1H-pyrrolizine-1-carboxylate), O=O (oxygen), C(=O)=O (carbon dioxide). Run in C(C)(=O)OCC.CCCCCC (ethyl acetate hexane). The product is C1CCN2C(=CC=C12)C(=O)C=1N2CCC(C2=CC1C)C(=O)OCC (ethyl 5-(2,3-dihydro-1H-pyrrolizin-5-oyl)-6-methyl-2,3-dihydro-1H-pyrrolizine-1-carboxylate). As a reaction SMILES: [CH2:1]1[C:8]2[N:4]([C:5]([C:9]([C:11]3[N:12]4[C:16](=[C:17](C(O)=O)[C:18]=3[CH3:19])[CH:15]([C:23]([O:25][CH2:26][CH3:27])=[O:24])[CH2:14][CH2:13]4)=[O:10])=[CH:6][CH:7]=2)[CH2:3][CH2:2]1.O=O.C(=O)=O>C(OCC)(=O)C.CCCCCC>[CH2:1]1[C:8]2[N:4]([C:5]([C:9]([C:11]3[N:12]4[C:16](=[CH:17][C:18]=3[CH3:19])[CH:15]([C:23]([O:25][CH2:26][CH3:27])=[O:24])[CH2:14][CH2:13]4)=[O:10])=[CH:6][CH:7]=2)[CH2:3][CH2:2]1 |f:3.4|. Procedure: A stirred portion (0.63 g, 0.0007 m) of the acid from Step D above in an oxygen-free atmosphere is set in an oil-bath set at 210° C. (and rising to 230° C.) and kept there until carbon dioxide evolution ceases. Chromatography of the residue obtained, using a silica gel column and 25% ethyl acetate/hexane as eluant yields pure ethyl 5-(2,3-dihydro-1H-pyrrolizin-5-oyl)-6-methyl-2,3-dihydro-1H-pyrrolizine-1-carboxylate. Reactants: COC1CC[C@H](N(C1)C(=O)OCC1=CC=CC=C1)C (benzyl (2R)-5-methoxy-2-methylpiperidine-1-carboxylate), [H][H] (Hydrogen). The reagents and catalysts are [Pd] (palladium on carbon). Solvent: C(C)(=O)OCC (ethyl acetate). Reaction conditions: time 3 hour. The product is COC1CC[C@H](NC1)C ((2R)-5-methoxy-2-methylpiperidine). Reaction SMILES: [CH3:1][O:2][CH:3]1[CH2:8][N:7](C(OCC2C=CC=CC=2)=O)[C@H:6]([CH3:19])[CH2:5][CH2:4]1.[H][H]>C(OCC)(=O)C.[Pd]>[CH3:1][O:2][CH:3]1[CH2:8][NH:7][C@H:6]([CH3:19])[CH2:5][CH2:4]1. Reported procedure: To benzyl (2R)-5-methoxy-2-methylpiperidine-1-carboxylate (345 mg, 1.31 mmol) dissolved in ethyl acetate (6.5 mL) was added palladium on carbon (139 mg, 0.13 mmol). Hydrogen gas was added via balloon, and the reaction was stirred at room temperature for 3 hours. The mixture was filtered over celite and concentrated under reduced pressure to afford (2R)-5-methoxy-2-methylpiperidine. 1H NMR (500 MHz, DMSO-d6) δ 3.33 (s, 3H), 3.23-3.13 (m, 2H), 2.66-2.59 (m, 1H), 2.03-1.97 (m, 1H), 1.47-1.40 (m, 1H... Starting materials: [BH4-], CO, O=C1CCCCc2ccc([N+](=O)[O-])cc21, [Na+], O. Yields the product O=[N+]([O-])c1ccc2c(c1)C(O)CCCC2. Reaction SMILES: [BH4-:16].[CH3:19][OH:20].[N+:1](=[O:2])([O-:3])[c:4]1[cH:5][c:6]2[c:7]([cH:14][cH:15]1)[CH2:8][CH2:9][CH2:10][CH2:11][C:12]2=[O:13].[Na+:17].[OH2:18]>>[N+:1](=[O:2])([O-:3])[c:4]1[cH:5][c:6]2[c:7]([cH:14][cH:15]1)[CH2:8][CH2:9][CH2:10][CH2:11][CH:12]2[OH:13].